Dataset: the Open Reaction Database (ORD), a public repository of structured organic reaction records. Task: describe an organic reaction: reactants, conditions, products, and yield Reactants: CN1C(=CC=C1)C#N (1-methyl-pyrrole-2-carbonitrile), 6-bromo-4,4-dimethyl-1,4-dihydro-2H-3,1-benzoazin-2-one, CC1(C=2C=C(C=CC2NC(=O)O1)Br)C (Brofoxine), [B] (boron), carbonitrile. The product is CC1(OC(NC2=C1C=C(C=C2)C2=CC=C(N2)C#N)=O)C (5-(4,4-dimethyl-2-oxo-1,4- dihydro -2H-3,1-benzoxazin-6-yl)-1H-pyrrole-2-carbonitrile). As a reaction SMILES: C[N:2]1[CH:6]=[CH:5][CH:4]=[C:3]1[C:7]#[N:8].[B].[CH3:10][C:11]1([CH3:23])[O:21][C:19](=[O:20])[NH:18][C:17]2[CH:16]=[CH:15][C:14](Br)=[CH:13][C:12]1=2>>[CH3:10][C:11]1([CH3:23])[C:12]2[CH:13]=[C:14]([C:6]3[NH:2][C:3]([C:7]#[N:8])=[CH:4][CH:5]=3)[CH:15]=[CH:16][C:17]=2[NH:18][C:19](=[O:20])[O:21]1. Procedure details: In still a further embodiment, 5-(4,4-dimethyl-2-oxo-1,4-dihydro-2H-3,1-benzoxazin-6-yl)-1H-pyrrole-2-carbonitrile is prepared according to the present invention. This process includes reacting 1-methyl-pyrrole-2-carbonitrile and a boron agent; coupling the boronated carbonitrile with 6-bromo-4,4-dimethyl-1,4-dihydro-2H-3,1-benzoazin-2-one (the Brofoxine™ reagent) to give 5-(4,4-dimethyl-2-oxo-1,4- dihydro -2H-3,1-benzoxazin-6-yl)-1H-pyrrole-2-carbonitrile. See, Scheme 8. Desirably, the boron ag...